This data is from the Open Reaction Database (ORD), a public repository of structured organic reaction records. The task is: describe an organic reaction: reactants, conditions, products, and yield The reactants are CCCOC1CCNCC1, CC#N, CC(CI)CN1C(=O)COc2ccc(F)cc21. The product is CCCOC1CCN(CC(C)CN2C(=O)COc3ccc(F)cc32)CC1. RXN SMILES: [CH2:18]([CH2:19][CH3:20])[O:21][CH:22]1[CH2:23][CH2:24][NH:25][CH2:26][CH2:27]1.[CH3:28][C:29]#[N:30].[F:1][c:2]1[cH:3][cH:4][c:5]2[c:6]([cH:17]1)[N:7]([CH2:12][CH:13]([CH2:14][I:15])[CH3:16])[C:8](=[O:11])[CH2:9][O:10]2>>[F:1][c:2]1[cH:3][cH:4][c:5]2[c:6]([cH:17]1)[N:7]([CH2:12][CH:13]([CH2:14][N:25]1[CH2:24][CH2:23][CH:22]([O:21][CH2:18][CH2:19][CH3:20])[CH2:27][CH2:26]1)[CH3:16])[C:8](=[O:11])[CH2:9][O:10]2. The reactants are COC(C1=C(C=CC(=C1)C(N)=S)Br)=O (2-bromo-5-carbamothioylbenzoic acid methyl ester), COC(C1=C(C=CC(=C1)C(N)=S)Br)=O (2-bromo-5-carbamothioylbenzoic acid methyl ester), BrCC(=O)C1=CC(=C(C=C1)Cl)Cl (2-bromo-3′,4′-dichloroacetophenone). The solvent is CCO (EtOH). Run at temperature 70 celsius. Product: COC(C1=C(C=CC(=C1)C=1SC=C(N1)C1=CC(=C(C=C1)Cl)Cl)Br)=O (2-bromo-5-[4-(3,4-dichloro-phenyl)-thiazol-2-yl]-benzoic acid methyl ester). Isolated yield 81.9%. As a reaction SMILES: [CH3:1][O:2][C:3](=[O:14])[C:4]1[CH:9]=[C:8]([C:10](=[S:12])[NH2:11])[CH:7]=[CH:6][C:5]=1[Br:13].Br[CH2:16][C:17]([C:19]1[CH:24]=[CH:23][C:22]([Cl:25])=[C:21]([Cl:26])[CH:20]=1)=O>CCO>[CH3:1][O:2][C:3](=[O:14])[C:4]1[CH:9]=[C:8]([C:10]2[S:12][CH:16]=[C:17]([C:19]3[CH:24]=[CH:23][C:22]([Cl:25])=[C:21]([Cl:26])[CH:20]=3)[N:11]=2)[CH:7]=[CH:6][C:5]=1[Br:13]. Reported procedure: A mixture of 2-bromo-5-carbamothioylbenzoic acid methyl ester (which may be prepared as described for Intermediate 5; 13.7 g, 50 mmol) and 2-bromo-3′,4′-dichloroacetophenone (available from Aldrich Chemical Company, Inc.; 13.5 g, 50.5 mmol) in EtOH (200 mL) was heated at 70° C. overnight. The solid was filtered off to give 2-bromo-5-[4-(3,4-dichloro-phenyl)-thiazol-2-yl]-benzoic acid methyl ester (18.14 g, 82%). Procedure details: A solution of 5 g (0.024 mole) of 2-(3,5-dimethyl-4-isoxazolyl)-indole in 100 ml of dry tetrahydrofuran is cooled to -60° and treated by dropwise addition with 32.4 ml of 1.6 M n-butyllithium in hexane (0.052 mole) maintaining temperature at -60° C. The resulting mixture is then stirred at -60° C. for 30 min. and then treated by dropwise addition of 4.01 g (0.028 mole) of methyl iodide in 10 ml dry tetrahydrofuran. The resulting mixture is stirred at -60° for 4 hours and quenched by the addition... The solvent is O1CCCC1 (tetrahydrofuran), O1CCCC1 (tetrahydrofuran). Run at temperature -60 celsius, time 30 minute. As a reaction SMILES: [CH3:1][C:2]1[C:6]([C:7]2[NH:8][C:9]3[C:14]([CH:15]=2)=[CH:13][CH:12]=[CH:11][CH:10]=3)=[C:5]([CH3:16])[O:4][N:3]=1.[CH2:17]([Li])CCC.CCCCCC.CI>O1CCCC1>[CH2:16]([C:5]1[O:4][N:3]=[C:2]([CH3:1])[C:6]=1[C:7]1[NH:8][C:9]2[C:14]([CH:15]=1)=[CH:13][CH:12]=[CH:11][CH:10]=2)[CH3:17]. Reactants: CI (methyl iodide), C(CCC)[Li] (n-butyllithium), CCCCCC (hexane), CC1=NOC(=C1C=1NC2=CC=CC=C2C1)C (2-(3,5-dimethyl-4-isoxazolyl)-indole). The product is C(C)C1=C(C(=NO1)C)C=1NC2=CC=CC=C2C1 (2-(5-ethyl-3-methyl-4-isoxazolyl)-indole). The reactants are BrC=1C(=C(C=C(C1)Cl)NC(OC(C)(C)C)=O)F (tert-Butyl 3-bromo-5-chloro-2-fluorophenylcarbamate), Cl (HCl). Solvent: O1CCOCC1 (dioxane). Product: BrC=1C(=C(N)C=C(C1)Cl)F (3-bromo-5-chloro-2-fluoroaniline). As a reaction SMILES: [Br:1][C:2]1[C:3]([F:17])=[C:4]([NH:9]C(=O)OC(C)(C)C)[CH:5]=[C:6]([Cl:8])[CH:7]=1.Cl>O1CCOCC1>[Br:1][C:2]1[C:3]([F:17])=[C:4]([CH:5]=[C:6]([Cl:8])[CH:7]=1)[NH2:9]. Procedure details: tert-Butyl 3-bromo-5-chloro-2-fluorophenylcarbamate (1.0 g, 3.1 mmol) was treated with 4.0 M HCl in dioxane (10 mL) and the resulting reaction was maintained at room temperature for 4 hours. The reaction mixture was concentrated and partitioned between EtOAc (200 mL) and saturated aqueous NaHCO3 solution (75 mL). The layers were separated and the organic portion was washed with brine (75 mL), dried (Na2SO4), and concentrated to give 3-bromo-5-chloro-2-fluoroaniline as a colorless oil which was c... Starting materials: C(#C)C=1N=C(SC1)C1CCN(CC1)C(=O)OC(C)(C)C (tert-butyl 4-(4-ethynyl-1,3-thiazol-2-yl)piperidine-1-carboxylate), BrC1=CC=C(C=C1)CC(=O)NNC(=O)OC(C)(C)C (tert-butyl 2-[(4-bromophenyl)acetyl]hydrazinecarboxylate), C#C (acetylene). The product is C(C)(C)(C)OC(=O)NNC(=O)CC1=CC=C(C=C1)C#CC=1N=C(SC1)C1CCN(CC1)C(=O)OC(C)(C)C (tert-butyl 4-[4-({4-[2-(tert-butoxycarbonyl)hydrazino]carbonylmethylphenyl}ethynyl)-1,3-thiazol-2-yl]piperidine-1-carboxylate). Yield: 18.0%. As a reaction SMILES: [C:1]([C:3]1[N:4]=[C:5]([CH:8]2[CH2:13][CH2:12][N:11]([C:14]([O:16][C:17]([CH3:20])([CH3:19])[CH3:18])=[O:15])[CH2:10][CH2:9]2)[S:6][CH:7]=1)#[CH:2].Br[C:22]1[CH:27]=[CH:26][C:25]([CH2:28][C:29]([NH:31][NH:32][C:33]([O:35][C:36]([CH3:39])([CH3:38])[CH3:37])=[O:34])=[O:30])=[CH:24][CH:23]=1.C#C>>[C:36]([O:35][C:33]([NH:32][NH:31][C:29]([CH2:28][C:25]1[CH:24]=[CH:23][C:22]([C:2]#[C:1][C:3]2[N:4]=[C:5]([CH:8]3[CH2:13][CH2:12][N:11]([C:14]([O:16][C:17]([CH3:20])([CH3:19])[CH3:18])=[O:15])[CH2:10][CH2:9]3)[S:6][CH:7]=2)=[CH:27][CH:26]=1)=[O:30])=[O:34])([CH3:39])([CH3:37])[CH3:38]. Reported procedure: Using tert-butyl 4-(4-ethynyl-1,3-thiazol-2-yl)piperidine-1-carboxylate and tert-butyl 2-[(4-bromophenyl)acetyl]hydrazinecarboxylate as starting materials, Sonogashira-Castero-Stephens acetylene coupling was performed under reaction conditions similar to those of Production Example 1, step 4 to give tert-butyl 4-[4-({4-[2-(tert-butoxycarbonyl)hydrazino]carbonylmethylphenyl}ethynyl)-1,3-thiazol-2-yl]piperidine-1-carboxylate (yield 18%). Starting materials: ClCCl, O=C(O)C(F)(F)F, CC(C)(C)OC(=O)N1CCCC(C(=O)NCCNc2nsc3ccccc23)C1. Yields the product O=C(NCCNc1nsc2ccccc12)C1CCCNC1. Reaction SMILES: [Cl:36][CH2:37][Cl:38].[OH:29][C:30]([C:31]([F:32])([F:33])[F:34])=[O:35].[s:1]1[n:2][c:3]([NH:10][CH2:11][CH2:12][NH:13][C:14](=[O:15])[CH:16]2[CH2:17][N:18]([C:22]([O:23][C:24]([CH3:25])([CH3:26])[CH3:27])=[O:28])[CH2:19][CH2:20][CH2:21]2)[c:4]2[c:5]1[cH:6][cH:7][cH:8][cH:9]2>>[s:1]1[n:2][c:3]([NH:10][CH2:11][CH2:12][NH:13][C:14](=[O:15])[CH:16]2[CH2:17][NH:18][CH2:19][CH2:20][CH2:21]2)[c:4]2[c:5]1[cH:6][cH:7][cH:8][cH:9]2. The reactants are CC(=O)[O-], CC(=O)O, O=Cc1ccc(OCc2ccccc2C(F)(F)F)cc1, [Na+], O=C1CSC(=S)N1. The product is O=C1NC(=S)SC1=Cc1ccc(OCc2ccccc2C(F)(F)F)cc1. RXN SMILES: [CH3:22][C:23](=[O:24])[O-:25].[CH3:33][C:34](=[O:35])[OH:36].[F:1][C:2]([c:3]1[c:4]([CH2:9][O:10][c:11]2[cH:12][cH:13][c:14]([CH:15]=[O:16])[cH:17][cH:18]2)[cH:5][cH:6][cH:7][cH:8]1)([F:19])[F:20].[Na+:21].[S:26]1[C:27](=[S:28])[NH:29][C:30](=[O:31])[CH2:32]1>>[F:1][C:2]([c:3]1[c:4]([CH2:9][O:10][c:11]2[cH:12][cH:13][c:14]([CH:15]=[C:32]3[S:26][C:27](=[S:28])[NH:29][C:30]3=[O:31])[cH:17][cH:18]2)[cH:5][cH:6][cH:7][cH:8]1)([F:19])[F:20]. Reactants: OC1=CC=C(C=C1)CC(C)=O (1-(4-hydroxyphenyl)-propan-2-one), ClC[Si](C1=CC=C(C=C1)F)(C)C (chloromethyl-dimethyl-(4-fluorophenyl)-silane), C([O-])([O-])=O.[K+].[K+] (potassium carbonate), [I-].[K+] (potassium iodide), ice water. The solvent is CS(=O)C (dimethyl sulfoxide), C(C)OCC (diethyl ether). Yields the product C[Si](C1=CC=C(C=C1)F)(C)COC1=CC=C(C=C1)CC(C)=O (1-(4-[{Dimethyl-(4-fluorophenyl)-silyl}methoxy]phenyl)-propan-2-one). Reaction SMILES: [OH:1][C:2]1[CH:7]=[CH:6][C:5]([CH2:8][C:9](=[O:11])[CH3:10])=[CH:4][CH:3]=1.Cl[CH2:13][Si:14]([CH3:23])([CH3:22])[C:15]1[CH:20]=[CH:19][C:18]([F:21])=[CH:17][CH:16]=1.C(=O)([O-])[O-].[K+].[K+].[I-].[K+]>CS(C)=O.C(OCC)C>[CH3:13][Si:14]([CH2:23][O:1][C:2]1[CH:3]=[CH:4][C:5]([CH2:8][C:9](=[O:11])[CH3:10])=[CH:6][CH:7]=1)([CH3:22])[C:15]1[CH:20]=[CH:19][C:18]([F:21])=[CH:17][CH:16]=1 |f:2.3.4,5.6|. Procedure details: 30 g of 1-(4-hydroxyphenyl)-propan-2-one and 45.5 g of chloromethyl-dimethyl-(4-fluorophenyl)-silane in 400 ml of dimethyl sulfoxide are stirred with 42 g of potassium carbonate and 2 g of potassium iodide for 12 hours at 70° C. The reaction mixture is poured into 1.6 liters of ice water and 500 ml of diethyl ether are added; the ether phase is extracted by washing several times with water and saturated sodium chloride solution and dried over sodium sulfate; the solvent is evaporated off. Distil...